This data is from the Open Reaction Database (ORD), a public repository of structured organic reaction records. The task is: describe an organic reaction: reactants, conditions, products, and yield Starting materials: NCCCN1CCCC1, O=C(O)c1ccc(-c2nnc(CSCCOc3ccccc3)o2)cc1. The product is O=C(NCCCN1CCCC1)c1ccc(-c2nnc(CSCCOc3ccccc3)o2)cc1. RXN SMILES: [NH2:26][CH2:27][CH2:28][CH2:29][N:30]1[CH2:31][CH2:32][CH2:33][CH2:34]1.[O:1]([c:2]1[cH:3][cH:4][cH:5][cH:6][cH:7]1)[CH2:8][CH2:9][S:10][CH2:11][c:12]1[n:13][n:14][c:15](-[c:17]2[cH:18][cH:19][c:20]([C:21](=[O:22])[OH:23])[cH:24][cH:25]2)[o:16]1>>[O:1]([c:2]1[cH:3][cH:4][cH:5][cH:6][cH:7]1)[CH2:8][CH2:9][S:10][CH2:11][c:12]1[n:13][n:14][c:15](-[c:17]2[cH:18][cH:19][c:20]([C:21](=[O:23])[NH:26][CH2:27][CH2:28][CH2:29][N:30]3[CH2:31][CH2:32][CH2:33][CH2:34]3)[cH:24][cH:25]2)[o:16]1. The reactants are CC(N)C(=O)N1C(=O)C(C)c2ccccc2-c2c(N)cccc21, O=C(O)C1CCCO1. Product: CC(NC(=O)C1CCCO1)C(=O)N1C(=O)C(C)c2ccccc2-c2c(N)cccc21. RXN SMILES: [NH2:9][CH:10]([CH3:11])[C:12](=[O:13])[N:14]1[c:15]2[c:16]([c:27]([NH2:31])[cH:28][cH:29][cH:30]2)-[c:17]2[c:18]([cH:23][cH:24][cH:25][cH:26]2)[CH:19]([CH3:22])[C:20]1=[O:21].[O:1]1[CH:2]([C:6](=[O:7])[OH:8])[CH2:3][CH2:4][CH2:5]1>>[O:1]1[CH:2]([C:6](=[O:8])[NH:9][CH:10]([CH3:11])[C:12](=[O:13])[N:14]2[c:15]3[c:16]([c:27]([NH2:31])[cH:28][cH:29][cH:30]3)-[c:17]3[c:18]([cH:23][cH:24][cH:25][cH:26]3)[CH:19]([CH3:22])[C:20]2=[O:21])[CH2:3][CH2:4][CH2:5]1.